This data is from the Open Reaction Database (ORD), a public repository of structured organic reaction records. The task is: describe an organic reaction: reactants, conditions, products, and yield Starting materials: C(C1=CC=CC=C1)(C1=CC=CC=C1)[C@@H]1CN(C[C@@H]2COCCN21)C(=O)OC(C)(C)C ((6R,9aR)-6-Benzhydryl-8-(tert-butoxycarbonyl)octahydropyrazino[2,1-c][1,4]oxazine), Cl (hydrogen chloride). Run in O1CCOCC1 (1,4-dioxane). Yields the product Cl.Cl.C(C1=CC=CC=C1)(C1=CC=CC=C1)[C@@H]1CNC[C@@H]2COCCN21 ((6R,9aR)-octahydro-6-benzhydrylpyrazino[2,1-c][1,4]oxazine dihydrochloride). As a reaction SMILES: [CH:1]([C@H:14]1[N:23]2[C@@H:18]([CH2:19][O:20][CH2:21][CH2:22]2)[CH2:17][N:16](C(OC(C)(C)C)=O)[CH2:15]1)([C:8]1[CH:13]=[CH:12][CH:11]=[CH:10][CH:9]=1)[C:2]1[CH:7]=[CH:6][CH:5]=[CH:4][CH:3]=1.[ClH:31]>O1CCOCC1>[ClH:31].[ClH:31].[CH:1]([C@H:14]1[N:23]2[C@@H:18]([CH2:19][O:20][CH2:21][CH2:22]2)[CH2:17][NH:16][CH2:15]1)([C:8]1[CH:9]=[CH:10][CH:11]=[CH:12][CH:13]=1)[C:2]1[CH:3]=[CH:4][CH:5]=[CH:6][CH:7]=1 |f:3.4.5|. Procedure details: (6R,9aR)-6-Benzhydryl-8-(tert-butoxycarbonyl)octahydropyrazino[2,1-c][1,4]oxazine was treated with 4N hydrogen chloride in 1,4-dioxane to give (6R,9aR)-octahydro-6-benzhydrylpyrazino[2,1-c][1,4]oxazine dihydrochloride as a yellowish powder. (6R,9aR)-6-Benzhydryl-8-[2-methoxy-5-[5-(trifluoromethyl)-1H-tetrazol-1-yl]benzyl]octahydropyrazino[2,1-c][1,4]oxazine dihydrochloride was obtained from (6R,9aR)-6-benzhydrylhexahydropyrazino[2,1-c][1,4]oxazine dihydrochloride according to a similar manner to... The reactants are CC1(C)C=C(c2ccccn2)c2cc(C#N)ccc2O1, CC#N, CO, [Na], O=[W](=O)([O-])[O-], OO. Product: CC1(C)Oc2ccc(C#N)cc2C2(c3ccccn3)OC12. Reaction SMILES: [CH3:1][C:2]1([CH3:20])[O:3][c:4]2[c:5]([cH:14][c:15]([C:18]#[N:19])[cH:16][cH:17]2)[C:6]([c:8]2[n:9][cH:10][cH:11][cH:12][cH:13]2)=[CH:7]1.[CH3:21][C:22]#[N:23].[CH3:26][OH:27].[Na:28].[O-:29][W:30](=[O:31])(=[O:32])[O-:33].[OH:24][OH:25]>>[CH3:1][C:2]1([CH3:20])[O:3][c:4]2[c:5]([cH:14][c:15]([C:18]#[N:19])[cH:16][cH:17]2)[C:6]2([c:8]3[n:9][cH:10][cH:11][cH:12][cH:13]3)[CH:7]1[O:24]2.